Dataset: the Open Reaction Database (ORD), a public repository of structured organic reaction records. Task: describe an organic reaction: reactants, conditions, products, and yield Reactants: CCCCOC(=O)N1CC(SCc2ccc(OC)cc2)CC1CCCOS(C)(=O)=O, [Cl-], [H-], [I-], [NH4+], [Na+], [Na+], CN(C)C=O, c1cc[nH]c1. Product: CCCCOC(=O)N1CC(SCc2ccc(OC)cc2)CC1CCCn1cccc1. As a reaction SMILES: [CH2:1]([CH2:2][CH2:3][CH3:4])[O:5][C:6](=[O:7])[N:8]1[CH:9]([CH2:23][CH2:24][CH2:25][O:26][S:27]([CH3:28])(=[O:29])=[O:30])[CH2:10][CH:11]([S:13][CH2:14][c:15]2[cH:16][cH:17][c:18]([O:21][CH3:22])[cH:19][cH:20]2)[CH2:12]1.[Cl-:40].[H-:39].[I-:36].[NH4+:41].[Na+:37].[Na+:38].[O:42]=[CH:43][N:44]([CH3:45])[CH3:46].[nH:31]1[cH:32][cH:33][cH:34][cH:35]1>>[CH2:1]([CH2:2][CH2:3][CH3:4])[O:5][C:6](=[O:7])[N:8]1[CH:9]([CH2:23][CH2:24][CH2:25][n:31]2[cH:32][cH:33][cH:34][cH:35]2)[CH2:10][CH:11]([S:13][CH2:14][c:15]2[cH:16][cH:17][c:18]([O:21][CH3:22])[cH:19][cH:20]2)[CH2:12]1. The reactants are CCCCO, CCN(C(C)C)C(C)C, OCCc1c(Cl)ncnc1Cl, NC1CCc2ccccc21. Product: OCCc1c(Cl)ncnc1NC1CCc2ccccc21. Reaction SMILES: [CH2:31]([OH:32])[CH2:33][CH2:34][CH3:35].[CH:12]([N:13]([CH2:14][CH3:15])[CH:16]([CH3:17])[CH3:18])([CH3:19])[CH3:20].[Cl:1][c:2]1[n:3][cH:4][n:5][c:6]([Cl:11])[c:7]1[CH2:8][CH2:9][OH:10].[NH2:21][CH:22]1[CH2:23][CH2:24][c:25]2[cH:26][cH:27][cH:28][cH:29][c:30]21>>[c:2]1([NH:21][CH:22]2[CH2:23][CH2:24][c:25]3[cH:26][cH:27][cH:28][cH:29][c:30]32)[n:3][cH:4][n:5][c:6]([Cl:11])[c:7]1[CH2:8][CH2:9][OH:10]. Procedure details: A 1 N sodium hydroxide aqueous solution (0.193 mL, 0.193 mmol) was added to a solution of (4′-{1-ethyl-1-[4-((E)-3-ethyl-3-hydroxy-1-pentenyl)-3-methyl-phenyl]-propyl}-6-methoxy-2′-methyl-biphenyl-3-yl)-acetic acid methyl ester (Example 177-(1); 35.0 mg, 0.064 mmol) in methanol-tetrahydrofuran (1:1, 4 mL), and the mixture was stirred at room temperature overnight. The reaction mixture was then poured into a saturated aqueous ammonium chloride solution, followed by extraction with dichloromethane... Reactants: [OH-].[Na+] (sodium hydroxide), COC(CC=1C=C(C(=CC1)OC)C1=C(C=C(C=C1)C(CC)(C1=CC(=C(C=C1)\C=C\C(CC)(O)CC)C)CC)C)=O ((4′-{1-ethyl-1-[4-((E)-3-ethyl-3-hydroxy-1-pentenyl)-3-methyl-phenyl]-propyl}-6-methoxy-2′-methyl-biphenyl-3-yl)-acetic acid methyl ester), [Cl-].[NH4+] (ammonium chloride). RXN SMILES: [OH-].[Na+].C[O:4][C:5](=[O:42])[CH2:6][C:7]1[CH:8]=[C:9]([C:15]2[CH:20]=[CH:19][C:18]([C:21]([CH2:39][CH3:40])([C:24]3[CH:29]=[CH:28][C:27](/[CH:30]=[CH:31]/[C:32]([CH2:36][CH3:37])([OH:35])[CH2:33][CH3:34])=[C:26]([CH3:38])[CH:25]=3)[CH2:22][CH3:23])=[CH:17][C:16]=2[CH3:41])[C:10]([O:13][CH3:14])=[CH:11][CH:12]=1.[Cl-].[NH4+]>CO.O1CCCC1>[CH2:22]([C:21]([C:18]1[CH:19]=[CH:20][C:15]([C:9]2[C:10]([O:13][CH3:14])=[CH:11][CH:12]=[C:7]([CH2:6][C:5]([OH:42])=[O:4])[CH:8]=2)=[C:16]([CH3:41])[CH:17]=1)([C:24]1[CH:29]=[CH:28][C:27](/[CH:30]=[CH:31]/[C:32]([CH2:33][CH3:34])([OH:35])[CH2:36][CH3:37])=[C:26]([CH3:38])[CH:25]=1)[CH2:39][CH3:40])[CH3:23] |f:0.1,3.4,5.6|. Solvent: CO.O1CCCC1 (methanol tetrahydrofuran). Isolated yield 91.6%. Product: C(C)C(CC)(C1=CC(=C(C=C1)\C=C\C(CC)(O)CC)C)C1=CC(=C(C=C1)C1=CC(=CC=C1OC)CC(=O)O)C ((4′-{1-ethyl-1-[4-((E)-3-ethyl-3-hydroxy-1-pentenyl)-3-methyl-phenyl]-propyl}-6-methoxy-2′-methyl-biphenyl-3-yl)-acetic Acid). Run at time 8 hour.